Dataset: the Open Reaction Database (ORD), a public repository of structured organic reaction records. Task: describe an organic reaction: reactants, conditions, products, and yield Starting materials: C(C)(=O)OCC (ethyl acetate), [H-].[Na+] (sodium hydride), NC1=CC=C(C=N1)CC(C(=O)O)C=1N=CNC1 (3-(6-aminopyridin-3-yl)-2-(1H-imidazol-4-yl)propionic acid), CS(=O)(=O)OCC1=NOC(=C1)C=1SC(=CC1)Cl (5-(5-chlorothiophen-2-yl)isoxazol-3-ylmethyl methanesulfonate). Run in CN(C)C=O (DMF). Reaction conditions: time 30 minute. Yields the product NC1=CC=C(C=N1)C[C@H](C(=O)OCC)C=1N=CN(C1)CC1=NOC(=C1)C=1SC(=CC1)Cl (Ethyl (S)-3-(6-aminopyridin-3-yl)-2-{1-[5-(5-chlorothiophen-2-yl)isoxazol-3-ylmethyl]-1H-imidazol-4-yl}propionate). Reaction SMILES: [H-].[Na+].[NH2:3][C:4]1[N:9]=[CH:8][C:7]([CH2:10][CH:11]([C:15]2[N:16]=[CH:17][NH:18][CH:19]=2)[C:12]([OH:14])=[O:13])=[CH:6][CH:5]=1.CS(O[CH2:25][C:26]1[CH:30]=[C:29]([C:31]2[S:32][C:33]([Cl:36])=[CH:34][CH:35]=2)[O:28][N:27]=1)(=O)=O.[C:37](OCC)(=O)[CH3:38]>CN(C=O)C>[NH2:3][C:4]1[N:9]=[CH:8][C:7]([CH2:10][C@@H:11]([C:15]2[N:16]=[CH:17][N:18]([CH2:25][C:26]3[CH:30]=[C:29]([C:31]4[S:32][C:33]([Cl:36])=[CH:34][CH:35]=4)[O:28][N:27]=3)[CH:19]=2)[C:12]([O:14][CH2:37][CH3:38])=[O:13])=[CH:6][CH:5]=1 |f:0.1|. Procedure details: Under argon, 0.485 g (60% in mineral oil, 19.21 mmol) of sodium hydride was added to a solution of 5.0 g (19.21 mmol) of 3-(6-aminopyridin-3-yl)-2-(1H-imidazol-4-yl)propionic acid in 200 ml of absolute DMF. The mixture was stirred for 30 min at RT, 5.643 g (19.21 mmol) of 5-(5-chlorothiophen-2-yl)isoxazol-3-ylmethyl methanesulfonate were then added and the mixture was stirred at RT for another 3 h. The reaction mixture was concentrated under reduced pressure, and the residue obtained was chromat... Starting materials: N(=[N+]=[N-])[C@H]1CN(C[C@@H]1O[Si](C)(C)C)C(C(F)(F)F)=O ((3S,45)-1-(3-azido-4-trimethylsilanyloxy-pyrrolidin-1-yl)-2,2,2-trifluoro-ethanone), C(=O)([O-])[O-].[K+].[K+] (K2CO3). Solvent: CO (MeOH). Reaction conditions: time 4 hour. Yields the product N(=[N+]=[N-])[C@@H]1[C@H](CNC1)O ((3S,4S)-4-Azido-pyrrolidin-3-ol). The yield is 79.8%. As a reaction SMILES: [N:1]([C@@H:4]1[C@@H:8]([O:9][Si](C)(C)C)[CH2:7][N:6](C(=O)C(F)(F)F)[CH2:5]1)=[N+:2]=[N-:3].C([O-])([O-])=O.[K+].[K+]>CO>[N:1]([C@H:4]1[CH2:5][NH:6][CH2:7][C@@H:8]1[OH:9])=[N+:2]=[N-:3] |f:1.2.3|. Procedure: A solution of (3S,45)-1-(3-azido-4-trimethylsilanyloxy-pyrrolidin-1-yl)-2,2,2-trifluoro-ethanone (5.8 g, 19.57 mmol, prepared according to J. Org. Chem. 1997, 62, 4197) in MeOH (200 mL) was treated with K2CO3 (2.7 g, 1 eq) and the mixture stirred at rt for 4 h. concentrated in vacuo and purified by CC (DCM/MeOH 4:1+1% NH4OH) to give the title intermediate (2 g, 80% yield) as a brownish oil. Starting materials: Cc1cc2ncnn2nc1Cl, [H-], [Na+], C1CCOC1, O, OCCCCCCN1CCC(OC(c2ccccc2)c2ccccc2)CC1. The product is Cl, Cc1cc2ncnn2nc1OCCCCCCN1CCC(OC(c2ccccc2)c2ccccc2)CC1. As a reaction SMILES: [Cl:30][c:31]1[c:32]([CH3:40])[cH:33][c:34]2[n:35]([n:36]1)[n:37][cH:38][n:39]2.[H-:1].[Na+:2].[O:42]1[CH2:43][CH2:44][CH2:45][CH2:46]1.[OH2:41].[c:3]1([CH:9]([O:10][CH:11]2[CH2:12][CH2:13][N:14]([CH2:17][CH2:18][CH2:19][CH2:20][CH2:21][CH2:22][OH:23])[CH2:15][CH2:16]2)[c:24]2[cH:25][cH:26][cH:27][cH:28][cH:29]2)[cH:4][cH:5][cH:6][cH:7][cH:8]1>>[ClH:30].[c:3]1([CH:9]([O:10][CH:11]2[CH2:12][CH2:13][N:14]([CH2:17][CH2:18][CH2:19][CH2:20][CH2:21][CH2:22][O:23][c:31]3[c:32]([CH3:40])[cH:33][c:34]4[n:35]([n:36]3)[n:37][cH:38][n:39]4)[CH2:15][CH2:16]2)[c:24]2[cH:25][cH:26][cH:27][cH:28][cH:29]2)[cH:4][cH:5][cH:6][cH:7][cH:8]1. The reactants are ClC1=C(OC2=NC=C(C=C2C(=O)N2CCNC3=CC=CC=C23)F)C=C(C=C1)Cl ([2-(2,5-Dichloro-phenoxy)-5-fluoro-pyridin-3-yl]-(3,4-dihydro-2H-quinoxalin-1-yl)-methanone), [H-].[Na+] (sodium hydride), C(C)OC(CCCBr)=O (4-bromo-butyric acid ethyl ester). Solvent: CN(C)C=O (DMF). Conditions: time 1 hour. The product is C(C)OC(CCCN1CCN(C2=CC=CC=C12)C(=O)C=1C(=NC=C(C1)F)OC1=C(C=CC(=C1)Cl)Cl)=O (4-{4-[2-(2,5-Dichloro-phenoxy)-5-fluoro-pyridine-3-carbonyl]-3,4-dihydro-2H-quinoxalin-1-yl}-butyric acid ethyl ester). The yield is 8.6%. As a reaction SMILES: [Cl:1][C:2]1[CH:27]=[CH:26][C:25]([Cl:28])=[CH:24][C:3]=1[O:4][C:5]1[C:10]([C:11]([N:13]2[C:22]3[C:17](=[CH:18][CH:19]=[CH:20][CH:21]=3)[NH:16][CH2:15][CH2:14]2)=[O:12])=[CH:9][C:8]([F:23])=[CH:7][N:6]=1.[H-].[Na+].[CH2:31]([O:33][C:34](=[O:39])[CH2:35][CH2:36][CH2:37]Br)[CH3:32]>CN(C=O)C>[CH2:31]([O:33][C:34](=[O:39])[CH2:35][CH2:36][CH2:37][N:16]1[C:17]2[C:22](=[CH:21][CH:20]=[CH:19][CH:18]=2)[N:13]([C:11]([C:10]2[C:5]([O:4][C:3]3[CH:24]=[C:25]([Cl:28])[CH:26]=[CH:27][C:2]=3[Cl:1])=[N:6][CH:7]=[C:8]([F:23])[CH:9]=2)=[O:12])[CH2:14][CH2:15]1)[CH3:32] |f:1.2|. Procedure details: To a solution of [2-(2,5-dichloro-phenoxy)-5-fluoro-pyridin-3-yl]-(3,4-dihydro-2H-quinoxalin-1-yl)-methanone (50.2 mg, 0.12 mmol, 1.0 equiv; Example 147) in anhydrous DMF (1 mL) was added sodium hydride (10.3 mg, 0.24 mmol, 2.0 equiv; 55% free-flowing powder moistened with oil; [CAS RN 7646-69-7]) and the reaction mixture stirred at rt. After 1 h, 4-bromo-butyric acid ethyl ester (545 mg, 400 μL, 2.80 mmol, 23.3 equiv; [CAS RN 2969-81-5]) was added and stirring continued under microwave heating ... Starting materials: C[O-], Cc1ccc(S)cc1, CO, O=[N+]([O-])C(C(Cl)=C(Cl)Cl)=C1NCCN1Cc1ccc(Cl)nc1, Cl, [Na+]. Product: Cc1ccc(SC(=C(Cl)Cl)C(=C2NCCN2Cc2ccc(Cl)nc2)[N+](=O)[O-])cc1. Reaction SMILES: [CH3:1][O-:2].[CH3:26][c:27]1[cH:28][cH:29][c:30]([SH:33])[cH:31][cH:32]1.[CH3:35][OH:36].[Cl:4][c:5]1[n:6][cH:7][c:8]([CH2:11][N:12]2[C:13](=[C:17]([C:18](=[C:19]([Cl:20])[Cl:21])[Cl:22])[N+:23](=[O:24])[O-:25])[NH:14][CH2:15][CH2:16]2)[cH:9][cH:10]1.[ClH:34].[Na+:3]>>[Cl:4][c:5]1[n:6][cH:7][c:8]([CH2:11][N:12]2[C:13](=[C:17]([C:18](=[C:19]([Cl:20])[Cl:21])[S:33][c:30]3[cH:29][cH:28][c:27]([CH3:26])[cH:32][cH:31]3)[N+:23](=[O:24])[O-:25])[NH:14][CH2:15][CH2:16]2)[cH:9][cH:10]1. Reported procedure: By the reaction and treatment in the same manner as in Example 12 using 1,2,3,4-tetrahydronaphthalene-1-carboxylic acid (0.7 g) and [(5-ethylthiophen-2-yl)methyl](4-isopropylphenyl)amine (1.04 g) as starting materials, N-[(5-ethylthiophen-2-yl) methyl]-N-(4-isopropylphenyl)-1,2,3,4-tetrahydronaphthalene-1-carboxamide (0.18 g) was obtained. Yield: 10.9%. The product is C(C)C1=CC=C(S1)CN(C(=O)C1CCCC2=CC=CC=C12)C1=CC=C(C=C1)C(C)C (N-[(5-ethylthiophen-2-yl) methyl]-N-(4-isopropylphenyl)-1,2,3,4-tetrahydronaphthalene-1-carboxamide). RXN SMILES: [CH:1]1([C:11]([OH:13])=O)[C:10]2[C:5](=[CH:6][CH:7]=[CH:8][CH:9]=2)[CH2:4][CH2:3][CH2:2]1.[CH2:14]([C:16]1[S:20][C:19]([CH2:21][NH:22][C:23]2[CH:28]=[CH:27][C:26]([CH:29]([CH3:31])[CH3:30])=[CH:25][CH:24]=2)=[CH:18][CH:17]=1)[CH3:15]>>[CH2:14]([C:16]1[S:20][C:19]([CH2:21][N:22]([C:23]2[CH:24]=[CH:25][C:26]([CH:29]([CH3:30])[CH3:31])=[CH:27][CH:28]=2)[C:11]([CH:1]2[C:10]3[C:5](=[CH:6][CH:7]=[CH:8][CH:9]=3)[CH2:4][CH2:3][CH2:2]2)=[O:13])=[CH:18][CH:17]=1)[CH3:15]. The reactants are C1(CCCC2=CC=CC=C12)C(=O)O (1,2,3,4-tetrahydronaphthalene-1-carboxylic acid), C(C)C1=CC=C(S1)CNC1=CC=C(C=C1)C(C)C ([(5-ethylthiophen-2-yl)methyl](4-isopropylphenyl)amine). Starting materials: COC1=CC=C(C=C1)C1=NC=CC2=C(C=CC=C12)C (1-(4-Methoxyphenyl)-5-methylisoquinoline), ClC1=CC=C(C=C1)C1=NC=CC=2C(=CC=CC12)CC#N (1-(4-chlorophenyl)isoquinoline-5-acetonitrile). Yields the product COC1=CC=C(C=C1)C1=NC=CC=2C(=CC=CC12)CC#N (1-(4-methoxyphenyl)isoquinoline-5-acetonitrile). Reaction SMILES: [CH3:1][O:2][C:3]1[CH:8]=[CH:7][C:6]([C:9]2[C:18]3[C:13](=[C:14]([CH3:19])[CH:15]=[CH:16][CH:17]=3)[CH:12]=[CH:11][N:10]=2)=[CH:5][CH:4]=1.ClC1C=CC([C:27]2C3C=CC=C(CC#N)C=3C=C[N:28]=2)=CC=1>>[CH3:1][O:2][C:3]1[CH:4]=[CH:5][C:6]([C:9]2[C:18]3[CH:17]=[CH:16][CH:15]=[C:14]([CH2:19][C:27]#[N:28])[C:13]=3[CH:12]=[CH:11][N:10]=2)=[CH:7][CH:8]=1. Procedure: 1-(4-Methoxyphenyl)-5-methylisoquinoline was reacted successively in the same way as in steps (d) and (e) of Example 1 to afford 1-(4-methoxyphenyl)isoquinoline-5-acetonitrile as slightly yellow scales having a melting point of 130.5° to 132.0° C.